This data is from the Open Reaction Database (ORD), a public repository of structured organic reaction records. The task is: describe an organic reaction: reactants, conditions, products, and yield Reactants: BrC=1C=C2C(=C(C(=NC2=CC1)C1=CC(=CC=C1)C(F)(F)F)C)C(=O)OC (Methyl 6-bromo-3-methyl-2-[3-(trifluoromethyl)phenyl]-4-quinolinecarboxylate), CS(=O)[O-].[Na+] (sodium methylsulfinate), IC (iodomethane). The reagents and catalysts are [Cu]I (copper(I) iodide). Run in O (water). Run at temperature 120 celsius, time 2 hour. Yields the product CC=1C(=NC2=CC=C(C=C2C1C(=O)OC)S(=O)(=O)C)C1=CC(=CC=C1)C(F)(F)F (methyl 3-methyl-6-(methylsulfonyl)-2-[3-(trifluoromethyl)phenyl]-4-quinolinecarboxylate). Isolated yield 63.8%. As a reaction SMILES: Br[C:2]1[CH:3]=[C:4]2[C:9](=[CH:10][CH:11]=1)[N:8]=[C:7]([C:12]1[CH:17]=[CH:16][CH:15]=[C:14]([C:18]([F:21])([F:20])[F:19])[CH:13]=1)[C:6]([CH3:22])=[C:5]2[C:23]([O:25][CH3:26])=[O:24].[CH3:27][S:28]([O-:30])=[O:29].[Na+].IC>[Cu]I.O>[CH3:22][C:6]1[C:7]([C:12]2[CH:17]=[CH:16][CH:15]=[C:14]([C:18]([F:21])([F:20])[F:19])[CH:13]=2)=[N:8][C:9]2[C:4]([C:5]=1[C:23]([O:25][CH3:26])=[O:24])=[CH:3][C:2]([S:28]([CH3:27])(=[O:30])=[O:29])=[CH:11][CH:10]=2 |f:1.2|. Procedure details: Methyl 6-bromo-3-methyl-2-[3-(trifluoromethyl)phenyl]-4-quinolinecarboxylate (50 g, 118 mmol) was combined with copper(I) iodide (44.9 g, 236 mmol) and sodium methylsulfinate (24.07 g, 236 mmol) in a 2 L round bottom flask and the vessel was purged with N2 (3×). The solids were suspended in dimethyl sulfoxide (400 mL), the atmosphere was exchanged for nitrogen (3×Vac/N2 purges), and the reaction was heated to 120° C. overnight. The reaction was cooled to 50° C., and iodomethane (50.2 g, 354 mmol... Starting materials: CC(C)(C)OC(=O)c1ccc(Cn2cc3cc(C#CCn4ccnn4)ncc3cc2=O)cc1, O=C(O)C(F)(F)F. Yields the product O=C(O)c1ccc(Cn2cc3cc(C#CCn4ccnn4)ncc3cc2=O)cc1. Reaction SMILES: [C:1]([CH3:2])([CH3:3])([CH3:4])[O:5][C:6]([c:7]1[cH:8][cH:9][c:10]([CH2:13][n:14]2[cH:15][c:16]3[cH:17][c:18]([C:25]#[C:26][CH2:27][n:28]4[n:29][n:30][cH:31][cH:32]4)[n:19][cH:20][c:21]3[cH:22][c:23]2=[O:24])[cH:11][cH:12]1)=[O:33].[OH:34][C:35]([C:36]([F:37])([F:38])[F:39])=[O:40]>>[O:5]=[C:6]([c:7]1[cH:8][cH:9][c:10]([CH2:13][n:14]2[cH:15][c:16]3[cH:17][c:18]([C:25]#[C:26][CH2:27][n:28]4[n:29][n:30][cH:31][cH:32]4)[n:19][cH:20][c:21]3[cH:22][c:23]2=[O:24])[cH:11][cH:12]1)[OH:33]. The reactants are BrC1=CC=C2NC=C3C[C@H]4N(C[C@H](C[C@@H]4C1=C32)NC(N(CC)CC)=O)C (3-(12-bromo-6-methyl-8α-ergolinyl)-1,1-diethylurea), P(=O)(Cl)(Cl)Cl (phosphorus oxychloride), C(C)OC(=S)[S-].[K+] (potassium ethylxanthate). The solvent is C(Cl)Cl (methylene chloride). Conditions: time 4 hour. Product: BrC1=CC=C2NC=C3C[C@H]4N(C[C@H](C[C@@H]4C1=C32)NC(N(CC)CC)=S)C (3-(12-bromo- 6-methyl-8α-ergolinyl)-1,1-diethylthiourea). Yield: 77.0%. As a reaction SMILES: [Br:1][C:2]1[C:16]2=[C:17]3[C:5]([NH:6][CH:7]=[C:8]3[CH2:9][C@@H:10]3[C@@H:15]2[CH2:14][C@H:13]([NH:18][C:19](=O)[N:20]([CH2:23][CH3:24])[CH2:21][CH3:22])[CH2:12][N:11]3[CH3:26])=[CH:4][CH:3]=1.P(Cl)(Cl)(Cl)=O.C(OC([S-])=[S:36])C.[K+]>C(Cl)Cl>[Br:1][C:2]1[C:16]2=[C:17]3[C:5]([NH:6][CH:7]=[C:8]3[CH2:9][C@@H:10]3[C@@H:15]2[CH2:14][C@H:13]([NH:18][C:19](=[S:36])[N:20]([CH2:23][CH3:24])[CH2:21][CH3:22])[CH2:12][N:11]3[CH3:26])=[CH:4][CH:3]=1 |f:2.3|. Procedure details: At -20° C., 6.29 g of 3-(12-bromo-6-methyl-8α-ergolinyl)-1,1-diethylurea (15 mmol) is dissolved in a mixture of 4.13 g of freshly distilled phosphorus oxychloride (45 mmol) and 50 ml of anhydrous methylene chloride, and the temperature is allowed to rise to +10° C. within 4 hours. The mixture is agitated overnight at room temperature, then for another 2 hours at 40° C., and subsequently the solvent is distilled off under vacuum. The residue is dissolved in 50 ml of anhydrous acetonitrile, cooled... The reactants are C(C)C1=C(NC=C2C(=NN(C2=O)C2=CC=C(C(=O)O)C=C2)CCC)C=CC=C1 (4-(4-(2-ethylanilinomethylene)-4,5-dihydro-5-oxo-3-propyl-1H-pyrazol-1-yl)-benzoic acid), C(C)NCC (diethylamine). The product is C(C)N(C(C1=CC=C(C=C1)N1N=C(C(C1=O)=CNC1=C(C=CC=C1)CC)CCC)=O)CC (N,N-diethyl-4-(4-(2-ethylanilinomethylene)-4,5-dihydro-5-oxo-3-propyl-1H-pyrazol-1-yl)-benzamide). As a reaction SMILES: [CH2:1]([C:3]1[CH:28]=[CH:27][CH:26]=[CH:25][C:4]=1[NH:5][CH:6]=[C:7]1[C:11](=[O:12])[N:10]([C:13]2[CH:21]=[CH:20][C:16]([C:17](O)=[O:18])=[CH:15][CH:14]=2)[N:9]=[C:8]1[CH2:22][CH2:23][CH3:24])[CH3:2].[CH2:29]([NH:31][CH2:32][CH3:33])[CH3:30]>>[CH2:29]([N:31]([CH2:32][CH3:33])[C:17](=[O:18])[C:16]1[CH:20]=[CH:21][C:13]([N:10]2[C:11](=[O:12])[C:7](=[CH:6][NH:5][C:4]3[CH:25]=[CH:26][CH:27]=[CH:28][C:3]=3[CH2:1][CH3:2])[C:8]([CH2:22][CH2:23][CH3:24])=[N:9]2)=[CH:14][CH:15]=1)[CH3:30]. Reported procedure: From the reaction of 4-(4-(2-ethylanilinomethylene)-4,5-dihydro-5-oxo-3-propyl-1H-pyrazol-1-yl)-benzoic acid and diluted diethylamine solution, N,N-diethyl-4-(4-(2-ethylanilinomethylene)-4,5-dihydro-5-oxo-3-propyl-1H-pyrazol-1-yl)-benzamide is obtained, Mp 123° C. Reactants: NC12OCCON1C(Nc1ccc3oc(CO)cc3c1)=NC=C2F, O=C1CCCc2ccc(Nc3nc(Cl)ncc3F)cc21. Yields the product OC1CCCc2ccc(Nc3nc(Cl)ncc3F)cc21. RXN SMILES: [CH2:1]1[CH2:2][O:3][C:4]2([NH2:5])[N:6]([C:7]([NH:8][c:9]3[cH:10][cH:11][c:12]4[o:13][c:14]([CH2:15][OH:16])[cH:17][c:18]4[cH:19]3)=[N:20][CH:21]=[C:22]2[F:23])[O:24]1.[Cl:25][c:26]1[n:27][cH:28][c:29]([F:44])[c:30]([NH:32][c:33]2[cH:34][cH:35][c:36]3[c:41]([cH:42]2)[C:40](=[O:43])[CH2:39][CH2:38][CH2:37]3)[n:31]1>>[Cl:25][c:26]1[n:27][cH:28][c:29]([F:44])[c:30]([NH:32][c:33]2[cH:34][cH:35][c:36]3[c:41]([cH:42]2)[CH:40]([OH:43])[CH2:39][CH2:38][CH2:37]3)[n:31]1. The reactants are Cl (hydrochloric acid), C1(=CC=C(C=C1)S(=O)(=O)OCCCCCCC#C)C (7-octynyl p-toluenesulfonate), FC(CCS(=O)(=O)CC#N)(F)F ((3,3,3-trifluoropropylsulfonyl)acetonitrile), C([O-])([O-])=O.[K+].[K+] (potassium carbonate). Run in CS(=O)C (dimethyl sulfoxide). Run at temperature 60 celsius, time 2 hour. Yields the product FC(CCS(=O)(=O)C(C#N)CCCCCCC#C)(F)F (2-(3,3,3-trifluoropropylsulfonyl)-9-decynenitrile). The yield is 26.0%. RXN SMILES: C1(C)C=CC(S(O[CH2:11][CH2:12][CH2:13][CH2:14][CH2:15][CH2:16][C:17]#[CH:18])(=O)=O)=CC=1.[F:20][C:21]([F:31])([F:30])[CH2:22][CH2:23][S:24]([CH2:27][C:28]#[N:29])(=[O:26])=[O:25].C(=O)([O-])[O-].[K+].[K+].Cl>CS(C)=O>[F:31][C:21]([F:20])([F:30])[CH2:22][CH2:23][S:24]([CH:27]([CH2:18][CH2:17][CH2:16][CH2:15][CH2:14][CH2:13][C:12]#[CH:11])[C:28]#[N:29])(=[O:25])=[O:26] |f:2.3.4|. Procedure details: To a solution of 1.0 g of 7-octynyl p-toluenesulfonate and 0.7 g of (3,3,3-trifluoropropylsulfonyl)acetonitrile in 30 ml of dimethyl sulfoxide was added 0.5 g of potassium carbonate at room temperature. The reaction mixture was stirred at room temperature for 2 hours, at 60° C. for 2 hours, and then at 90° C. for 6 hours. The reaction mixture was allowed to stand to cool to nearly room temperature. To the reaction mixture was added 10% hydrochloric acid and then extracted with ethyl acetate. The...